This data is from the Open Reaction Database (ORD), a public repository of structured organic reaction records. The task is: describe an organic reaction: reactants, conditions, products, and yield Starting materials: CO, COC(=O)N1CCC(Nc2ccc(Cl)cc2[N+](=O)[O-])C(C)C1, [H][H], C1CCOC1. RXN SMILES: [CH3:30][OH:31].[Cl:1][c:2]1[cH:3][c:4]([N+:20]([O-:21])=[O:22])[c:5]([NH:8][CH:9]2[CH:10]([CH3:19])[CH2:11][N:12]([C:15](=[O:16])[O:17][CH3:18])[CH2:13][CH2:14]2)[cH:6][cH:7]1.[H:28][H:29].[O:23]1[CH2:24][CH2:25][CH2:26][CH2:27]1>>[Cl:1][c:2]1[cH:3][c:4]([NH2:20])[c:5]([NH:8][CH:9]2[CH:10]([CH3:19])[CH2:11][N:12]([C:15](=[O:16])[O:17][CH3:18])[CH2:13][CH2:14]2)[cH:6][cH:7]1. Yields the product COC(=O)N1CCC(Nc2ccc(Cl)cc2N)C(C)C1. Reactants: OCNC(C1=CC=CC=C1)=O (N-hydroxymethylbenzamide), O=POP=O (diphosphorus trioxide), O (water). Run in O1CCCC1 (tetrahydrofuran). Run at temperature 5 celsius. The product is C(C1=CC=CC=C1)(=O)NCP(O)(=O)O (benzoylaminomethanephosphonic acid). Yield: 132.5%. As a reaction SMILES: O=P[O:3][P:4]=[O:5].O[CH2:7][NH:8][C:9](=[O:16])[C:10]1[CH:15]=[CH:14][CH:13]=[CH:12][CH:11]=1.[OH2:17]>O1CCCC1>[C:9]([NH:8][CH2:7][P:4]([OH:5])(=[O:17])[OH:3])(=[O:16])[C:10]1[CH:15]=[CH:14][CH:13]=[CH:12][CH:11]=1. Reported procedure: 11 g (0.1 mol) of diphosphorus trioxide (P2O3) were dissolved in 70 ml of tetrahydrofuran and the solution was cooled to 5° C. 30.2 g (0.2 mol) of N-hydroxymethylbenzamide were then added in portions at 5°-10° C. in the course of 30 minutes with stirring and under a nitrogen atmosphere. The mixture was then allowed to come to room temperature with stirring and was then heated to reflux for 2 hours; a clear solution was not formed in this case. After cooling to room temperature, 4.5 g (0.25 mol) ...